Dataset: the Open Reaction Database (ORD), a public repository of structured organic reaction records. Task: describe an organic reaction: reactants, conditions, products, and yield Reactants: O=C(Cl)CCl, COc1ccc(N)cn1, c1ccncc1. Yields the product COc1ccc(NC(=O)CCl)cn1. RXN SMILES: [Cl:10][CH2:11][C:12](=[O:13])[Cl:14].[NH2:1][c:2]1[cH:3][n:4][c:5]([O:8][CH3:9])[cH:6][cH:7]1.[cH:15]1[cH:16][cH:17][n:18][cH:19][cH:20]1>>[NH:1]([c:2]1[cH:3][n:4][c:5]([O:8][CH3:9])[cH:6][cH:7]1)[C:12]([CH2:11][Cl:10])=[O:13].